describe an organic reaction: reactants, conditions, products, and yield From a dataset of the Open Reaction Database (ORD), a public repository of structured organic reaction records. Starting materials: c1ccc(COc2cccc(C3=NC(c4ccccc4)CO3)c2)cc1, CCOC(C)=O. Yields the product Oc1cccc(C2=NC(c3ccccc3)CO2)c1. RXN SMILES: [CH2:1]([c:2]1[cH:3][cH:4][cH:5][cH:6][cH:7]1)[O:8][c:9]1[cH:10][c:11]([C:15]2=[N:19][CH:18]([c:20]3[cH:21][cH:22][cH:23][cH:24][cH:25]3)[CH2:17][O:16]2)[cH:12][cH:13][cH:14]1.[CH3:26][CH2:27][O:28][C:29](=[O:30])[CH3:31]>>[OH:8][c:9]1[cH:10][c:11]([C:15]2=[N:19][CH:18]([c:20]3[cH:21][cH:22][cH:23][cH:24][cH:25]3)[CH2:17][O:16]2)[cH:12][cH:13][cH:14]1. Starting materials: CO (methanol), Cl (HCl), N(=C=S)C1=CC(=C(C#N)C=C1)C(F)(F)F (4-isothiocyanato-2-trifluoromethylbenzonitrile), C(#N)C1(CCCC1)NC1=CC(=C(C#N)C=C1)F (4-(1-cyanocyclopentylamino)-2-fluorobenzonitrile). Run in CN(C)C=O (DMF), O (water). Reaction conditions: temperature 60 celsius. Yields the product C(#N)C1=C(C=C(C=C1)N1C(N(C(C12CCCC2)=O)C2=CC(=C(C#N)C=C2)C(F)(F)F)=S)F (4-[1-(4-cyano-3-fluorophenyl)-4-oxo-2-thioxo-1,3-diazaspiro[4.4]non-3-yl]-2-trifluoromethylbenzonitrile). The yield is 7.0%. As a reaction SMILES: [N:1]([C:4]1[CH:11]=[CH:10][C:7]([C:8]#[N:9])=[C:6]([C:12]([F:15])([F:14])[F:13])[CH:5]=1)=[C:2]=[S:3].[C:16]([C:18]1([NH:23][C:24]2[CH:31]=[CH:30][C:27]([C:28]#[N:29])=[C:26]([F:32])[CH:25]=2)[CH2:22][CH2:21][CH2:20][CH2:19]1)#N.C[OH:34].Cl>CN(C=O)C.O>[C:28]([C:27]1[CH:30]=[CH:31][C:24]([N:23]2[C:18]3([CH2:22][CH2:21][CH2:20][CH2:19]3)[C:16](=[O:34])[N:1]([C:4]3[CH:11]=[CH:10][C:7]([C:8]#[N:9])=[C:6]([C:12]([F:13])([F:15])[F:14])[CH:5]=3)[C:2]2=[S:3])=[CH:25][C:26]=1[F:32])#[N:29]. Procedure: A mixture of 4-isothiocyanato-2-trifluoromethylbenzonitrile (1a) (0.171 g, 0.75 mmol) and 4-(1-cyanocyclopentylamino)-2-fluorobenzonitrile (54b) (0.115 g, 0.5 mmol) in dry DMF (1 ml) was heated under microwave irradiation at 60° C. for 48 hours. To this mixture were added methanol (3 ml) and aq 2M HCl (2 ml). The second mixture was refluxed for 1 hour. After being cooled to room temperature, the reaction mixture was poured into cold water (10 ml) and extracted with ethyl acetate (15 ml). The org... Starting materials: COC(=O)c1ccc(-c2noc(-c3ccc(N(C)C)c(N)c3)n2)cc1F, CS(=O)(=O)Cl, c1ccncc1. Yields the product COC(=O)c1ccc(-c2noc(-c3ccc(N(C)C)c(NS(C)(=O)=O)c3)n2)cc1F. As a reaction SMILES: [NH2:1][c:2]1[cH:3][c:4](-[c:11]2[n:12][c:13](-[c:16]3[cH:17][c:18]([F:26])[c:19]([C:20](=[O:21])[O:22][CH3:23])[cH:24][cH:25]3)[n:14][o:15]2)[cH:5][cH:6][c:7]1[N:8]([CH3:9])[CH3:10].[S:27](=[O:28])(=[O:29])([CH3:30])[Cl:31].[cH:32]1[cH:33][cH:34][n:35][cH:36][cH:37]1>>[NH:1]([c:2]1[cH:3][c:4](-[c:11]2[n:12][c:13](-[c:16]3[cH:17][c:18]([F:26])[c:19]([C:20](=[O:21])[O:22][CH3:23])[cH:24][cH:25]3)[n:14][o:15]2)[cH:5][cH:6][c:7]1[N:8]([CH3:9])[CH3:10])[S:27](=[O:28])(=[O:29])[CH3:30]. Starting materials: C(C)OC(CCCOC=1C=C2C(=C(N(C2=CC1)CC1=CC=CC=C1)SC)CC(=O)N)=O (4-[[3-(2-amino-2-oxoethyl)-2-(methylthio)-1-(phenylmethyl)-1H-indol-5-yl]oxy]butanoic acid ethyl ester), [OH-].[Na+] (NaOH). Product: NC(CC1=C(N(C2=CC=C(C=C12)OCCCC(=O)O)CC1=CC=CC=C1)SC)=O (4-[[3-(2-amino-2-oxoethyl)-2-(methylthio)-1-(phenylmethyl)-1H-indol-5-yl]oxy]butanoic acid). Run in CCO (EtOH), C1CCOC1 (THF). Isolated yield 85.0%. Reaction SMILES: C([O:3][C:4](=[O:31])[CH2:5][CH2:6][CH2:7][O:8][C:9]1[CH:10]=[C:11]2[C:15](=[CH:16][CH:17]=1)[N:14]([CH2:18][C:19]1[CH:24]=[CH:23][CH:22]=[CH:21][CH:20]=1)[C:13]([S:25][CH3:26])=[C:12]2[CH2:27][C:28]([NH2:30])=[O:29])C.[OH-].[Na+]>C1COCC1.CCO>[NH2:30][C:28](=[O:29])[CH2:27][C:12]1[C:11]2[C:15](=[CH:16][CH:17]=[C:9]([O:8][CH2:7][CH2:6][CH2:5][C:4]([OH:31])=[O:3])[CH:10]=2)[N:14]([CH2:18][C:19]2[CH:20]=[CH:21][CH:22]=[CH:23][CH:24]=2)[C:13]=1[S:25][CH3:26] |f:1.2|. Procedure details: As described in Example 45, 245 mg (0.56 mmol) of 4-[[3-(2-amino-2-oxoethyl)-2-(methylthio)-1-(phenylmethyl)-1H-indol-5-yl]oxy]butanoic acid ethyl ester (Example 47) was hydrolyzed with 1 mL of 5N NaOH in 5 mL of THF and 15 mL of EtOH. The crude product was washed with EtOH/ether to give 195 mg (85% yield of 4-[[3-(2-amino-2-oxoethyl)-2-(methylthio)-1-(phenylmethyl)-1H-indol-5-yl]oxy]butanoic acid, mp, 187°-188° C. The reactants are FC=1C=C(C=C(C1NS(=O)(=O)C)F)C(C)NC(=O)C=1N=C(OC1)Cl (2-Chloro-oxazole-4-carboxylic acid [1-(3,5-difluoro-4-methanesulfonylamino-phenyl)-ethyl]-amide), FC(C=1C=C(C=C(C1)C(F)(F)F)O)(F)F (3,5-bis(trifluoromethyl)-phenol). Yields the product FC=1C=C(C=C(C1NS(=O)(=O)C)F)C(C)NC(=O)C=1N=C(OC1)OC1=CC(=CC(=C1)C(F)(F)F)C(F)(F)F (2-(3,5-Bis-trifluoromethyl-phenoxy)-oxazole-4-carboxylic acid [1-(3,5-difluoro-4-methanesulfonylamino-phenyl)-ethyl]-amide). The yield is 65.4%. As a reaction SMILES: [F:1][C:2]1[CH:3]=[C:4]([CH:14]([NH:16][C:17]([C:19]2[N:20]=[C:21](Cl)[O:22][CH:23]=2)=[O:18])[CH3:15])[CH:5]=[C:6]([F:13])[C:7]=1[NH:8][S:9]([CH3:12])(=[O:11])=[O:10].[F:25][C:26]([F:39])([F:38])[C:27]1[CH:28]=[C:29]([OH:37])[CH:30]=[C:31]([C:33]([F:36])([F:35])[F:34])[CH:32]=1>>[F:1][C:2]1[CH:3]=[C:4]([CH:14]([NH:16][C:17]([C:19]2[N:20]=[C:21]([O:37][C:29]3[CH:30]=[C:31]([C:33]([F:34])([F:35])[F:36])[CH:32]=[C:27]([C:26]([F:25])([F:38])[F:39])[CH:28]=3)[O:22][CH:23]=2)=[O:18])[CH3:15])[CH:5]=[C:6]([F:13])[C:7]=1[NH:8][S:9]([CH3:12])(=[O:11])=[O:10]. Reported procedure: 2-Chloro-oxazole-4-carboxylic acid [1-(3,5-difluoro-4-methanesulfonylamino-phenyl)-ethyl]-amide (30 mg, 0.08 mmol) was reacted with 3,5-bis(trifluoromethyl)-phenol (30 mg, 0.13 mmol) to give the title compound (30 mg, 65%) after purification by flash chromatography on silica gel (gradient 12% to 100% EtOAc in n-hexane). The reactants are ClC1=CC=C(C=C1)C=1N=C2N(C=CC=C2)C1CC1=CC(=NC=N1)NCCN(C)C (N1-(6-((2-(4-chlorophenyl)imidazo[1,2-a]pyridin-3-yl)methyl)pyrimidin-4-yl)-N2,N2-dimethylethane-1,2-diamine), ClC1=CC=C(C=C1)C=1N=C2N(C=CC=C2)C1CC1=NC=NC(=C1)Cl (2-(4-chlorophenyl)-3-((6-chloropyrimidin-4-yl)methyl)imidazo[1,2-a]pyridine), CN1CCNCC1 (1-methylpiperazine). Product: ClC1=CC=C(C=C1)C=1N=C2N(C=CC=C2)C1CC1=NC=NC(=C1)N1CCN(CC1)C (2-(4-chlorophenyl)-3-((6-(4-methylpiperazin-1-yl)pyrimidin-4-yl)methyl)imidazo[1,2-a]pyridine). RXN SMILES: [Cl:1][C:2]1[CH:7]=[CH:6][C:5]([C:8]2[N:9]=[C:10]3[CH:15]=[CH:14][CH:13]=[CH:12][N:11]3[C:16]=2[CH2:17][C:18]2[N:23]=[CH:22][N:21]=[C:20]([NH:24][CH2:25][CH2:26][N:27]([CH3:29])[CH3:28])[CH:19]=2)=[CH:4][CH:3]=1.Cl[C:31]1C=CC(C2N=C3C=CC=CN3C=2CC2C=C(Cl)N=CN=2)=CC=1.CN1CCNCC1>>[Cl:1][C:2]1[CH:3]=[CH:4][C:5]([C:8]2[N:9]=[C:10]3[CH:15]=[CH:14][CH:13]=[CH:12][N:11]3[C:16]=2[CH2:17][C:18]2[CH:19]=[C:20]([N:24]3[CH2:31][CH2:29][N:27]([CH3:28])[CH2:26][CH2:25]3)[N:21]=[CH:22][N:23]=2)=[CH:6][CH:7]=1. Procedure details: The title compound was prepared according to Method D and the experimental for compound 243 from 2-(4-chlorophenyl)-3-((6-chloropyrimidin-4-yl)methyl)imidazo[1,2-a]pyridine and 1-methylpiperazine. (59 mg, 45%) m/e+=419 (M+H+). 1H-NMR (400 MHz, CDCl3, δ): 8.57 (s, 1H), 7.93 (d, 1H, D, J=7.0 Hz), 7.73 (d, 2H, D, J=8.4 Hz), 7.67 (d, 1H, D, J=8.8 Hz), 7.42 (d, 2H, D, J=8.8 Hz), 7.25 (t, 1H, D, J=7.7 Hz), 6.81 (t, 1H, D, 7.7 Hz), 6.05 (s, 1H), 4.39 (s, 2H), 3.48 (m, 4H), 2.37 (m, 4H), 2.28 (s, 3H).